Dataset: the Open Reaction Database (ORD), a public repository of structured organic reaction records. Task: describe an organic reaction: reactants, conditions, products, and yield Reactants: CCOCC, C1CCOC1, CNC, CCCCCC, Cc1ccccc1, O=CC1CCc2c(cnn2-c2ccccc2)C1=O. Yields the product CN(C)C=C1CCc2c(cnn2-c2ccccc2)C1=O. Reaction SMILES: [CH2:35]([O:36][CH2:37][CH3:38])[CH3:39].[CH2:40]1[O:41][CH2:42][CH2:43][CH2:44]1.[CH3:19][NH:20][CH3:21].[CH3:22][CH2:23][CH2:24][CH2:25][CH2:26][CH3:27].[CH3:28][c:29]1[cH:30][cH:31][cH:32][cH:33][cH:34]1.[O:1]=[C:2]1[c:3]2[cH:4][n:5][n:6](-[c:13]3[cH:14][cH:15][cH:16][cH:17][cH:18]3)[c:7]2[CH2:8][CH2:9][CH:10]1[CH:11]=[O:12]>>[O:1]=[C:2]1[c:3]2[cH:4][n:5][n:6](-[c:13]3[cH:14][cH:15][cH:16][cH:17][cH:18]3)[c:7]2[CH2:8][CH2:9][C:10]1=[CH:11][N:20]([CH3:19])[CH3:21]. Starting materials: N(=NC(=O)OCC)C(=O)OCC (Diethyl azodicarboxylate), C(C1=CC=CC=C1)OC=1C(N(C(=NC1)CO)C)=O (5-(benzyloxy)-2-(hydroxymethyl)-3-methyl-4(3H)-pyrimidinone), ON1C(C=2C(C1=O)=CC=CC2)=O (N-hydroxyphthalimide), C1(=CC=CC=C1)P(C1=CC=CC=C1)C1=CC=CC=C1 (triphenylphosphine). Solvent: CC(=O)N(C)C (dimethylacetamide). Run at temperature 0 celsius, time 16 hour. Yields the product C(C1=CC=CC=C1)OC=1C(N(C(=NC1)CON1C(C=2C(C1=O)=CC=CC2)=O)C)=O (N-[[5-(benzyloxy)-3,4-dihydro-3-methyl-4-oxo-2-pyrimidinyl]methoxy]phthalimide). The yield is 93.7%. RXN SMILES: N(C(OCC)=O)=NC(OCC)=O.[CH2:13]([O:20][C:21]1[C:22](=[O:30])[N:23]([CH3:29])[C:24]([CH2:27][OH:28])=[N:25][CH:26]=1)[C:14]1[CH:19]=[CH:18][CH:17]=[CH:16][CH:15]=1.O[N:32]1[C:36](=[O:37])[C:35]2=[CH:38][CH:39]=[CH:40][CH:41]=[C:34]2[C:33]1=[O:42].C1(P(C2C=CC=CC=2)C2C=CC=CC=2)C=CC=CC=1>CC(N(C)C)=O>[CH2:13]([O:20][C:21]1[C:22](=[O:30])[N:23]([CH3:29])[C:24]([CH2:27][O:28][N:32]2[C:33](=[O:42])[C:34]3=[CH:41][CH:40]=[CH:39][CH:38]=[C:35]3[C:36]2=[O:37])=[N:25][CH:26]=1)[C:14]1[CH:15]=[CH:16][CH:17]=[CH:18][CH:19]=1. Procedure details: Diethyl azodicarboxylate (4.8 g) (20 mmol) are added dropwise at 0° C. while stirring to a mixture of 3.69 g (15 mmol) of 5-(benzyloxy)-2-(hydroxymethyl)-3-methyl-4(3H)-pyrimidinone, 3.26 g (20 mmol) of N-hydroxyphthalimide and 5.24 g (20 mmol) of triphenylphosphine in 100 ml of absolute dimethylacetamide. The mixture is stirred at 0° C. for 2 hours and at room temperature for 16 hours. Subsequently, the solvent is removed in a high vacuum at room temperature. The residue is crystallized from et... The reactants are COC=1C=C2CCNC2=CC1C(F)(F)F (5-methoxy-6-trifluoromethyl indoline), Cl[Si](C)(C)C (chlorotrimethylsilane), N1=CC(=CC=C1)NS(=O)(=O)C=1C=C(C=CC1)N (3-(pyrid-3-ylaminosulphonyl)-aminobenzene), C(=O)(C=1NC=CN1)C=1NC=CN1 (Carbonyl diimidazole). Solvent: CN(C=O)C (Dimethylformamide), C(C)N(CC)CC (triethylamine), C(Cl)(Cl)Cl (chloroform), O (water). Reaction conditions: temperature 100 celsius. Yields the product N1=CC(=CC=C1)NS(=O)(=O)C=1C=C(C=CC1)NC(=O)N1CCC2=CC(=C(C=C12)C(F)(F)F)OC (1-[3-(Pyrid-3-yl-aminosulphonyl)phenylcarbamoyl]5-methoxy-6-trifluoromethyl-indoline). Yield: 60.9%. RXN SMILES: [N:1]1[CH:6]=[CH:5][CH:4]=[C:3]([NH:7][S:8]([C:11]2[CH:12]=[C:13]([NH2:17])[CH:14]=[CH:15][CH:16]=2)(=[O:10])=[O:9])[CH:2]=1.Cl[Si](C)(C)C.[C:23](C1NC=CN=1)(C1NC=CN=1)=[O:24].[CH3:35][O:36][C:37]1[CH:38]=[C:39]2[C:43](=[CH:44][C:45]=1[C:46]([F:49])([F:48])[F:47])[NH:42][CH2:41][CH2:40]2>C(Cl)(Cl)Cl.O.CN(C)C=O.C(N(CC)CC)C>[N:1]1[CH:6]=[CH:5][CH:4]=[C:3]([NH:7][S:8]([C:11]2[CH:12]=[C:13]([NH:17][C:23]([N:42]3[C:43]4[C:39](=[CH:38][C:37]([O:36][CH3:35])=[C:45]([C:46]([F:49])([F:47])[F:48])[CH:44]=4)[CH2:40][CH2:41]3)=[O:24])[CH:14]=[CH:15][CH:16]=2)(=[O:10])=[O:9])[CH:2]=1. Procedure details: A suspension of 3-(pyrid-3-ylaminosulphonyl)-aminobenzene (D39) (0.5 g, 2 mmol) in chloroform (40 ml) was treated with triethylamine (5 ml) and chlorotrimethylsilane (5 ml). The solution was evaporated to dryness, and the residue dissolved in dichloromethane (20 ml). Carbonyl diimidazole (0.32 g, 2 mmol) was added and after 1 h the reaction mixture was evaporated to dryness. Dimethylformamide (20 ml) and (5-methoxy-6-trifluoromethyl indoline (0.43 g, 2 mmol) was added, and the mixture heated to ... Procedure: 2-Fluorophenol and 2,5-dibromo-1-nitrobenzene were reacted together under Ullmann conditions to give 1-bromo-4-(2-fluorophenoxy)-3-nitrobenzene which was reduced and deaminated to give the desired product b.p. 112°-116°C./0.8mm. The reactants are FC1=C(C=CC=C1)O (2-Fluorophenol), BrC1=C(C=C(C=C1)Br)[N+](=O)[O-] (2,5-dibromo-1-nitrobenzene). Reaction SMILES: [F:1][C:2]1[CH:7]=[CH:6][CH:5]=[CH:4][C:3]=1[OH:8].Br[C:10]1[CH:15]=[CH:14][C:13]([Br:16])=[CH:12][C:11]=1[N+:17]([O-:19])=[O:18]>>[Br:16][C:13]1[CH:14]=[CH:15][C:10]([O:8][C:3]2[CH:4]=[CH:5][CH:6]=[CH:7][C:2]=2[F:1])=[C:11]([N+:17]([O-:19])=[O:18])[CH:12]=1. The product is BrC1=CC(=C(C=C1)OC1=C(C=CC=C1)F)[N+](=O)[O-] (1-bromo-4-(2-fluorophenoxy)-3-nitrobenzene). Starting materials: C(=O)(O)[O-].[Na+] (NaHCO3), [H-].[Na+] (sodium hydride), CI (Methyl iodide), O1CCOC12CCC(CC2)C2CCC(N2)=O (5-(1,4-dioxaspiro[4.5]decan-8-yl)pyrrolidin-2-one). The solvent is C1CCOC1 (THF). Run at time 1 hour. The product is CN1C(CCC1C1CCC2(OCCO2)CC1)=O (1-methyl-5-(1,4-dioxaspiro[4.5]decan-8-yl)pyrrolidin-2-one). As a reaction SMILES: [H-].[Na+].[O:3]1[C:7]2([CH2:12][CH2:11][CH:10]([CH:13]3[NH:17][C:16](=[O:18])[CH2:15][CH2:14]3)[CH2:9][CH2:8]2)[O:6][CH2:5][CH2:4]1.CI.[C:21]([O-])(O)=O.[Na+]>C1COCC1>[CH3:21][N:17]1[CH:13]([CH:10]2[CH2:9][CH2:8][C:7]3([O:3][CH2:4][CH2:5][O:6]3)[CH2:12][CH2:11]2)[CH2:14][CH2:15][C:16]1=[O:18] |f:0.1,4.5|. Procedure details: To a suspension of sodium hydride (27 mg, 1.07 mmol, 95%) in THF under argon was added 5-(1,4-dioxaspiro[4.5]decan-8-yl)pyrrolidin-2-one (135 mg, 0.60 mmol, prepared in the Example 12 Step E). After stirring 1 hour at room temperature, Methyl iodide (0.07 mL, 1.12 mmol) was added dropwise and the reaction stirred at room temperature overnight. The reaction mixture was poured onto saturated NaHCO3 and extracted with ethyl acetate. The organic layer was concentrated in vacuo and the residue purifi... The product is CCC(COC)N=[N+]=[N-]. Reaction SMILES: [CH3:1][S:2]([OH:3])(=[O:4])=[O:5].[CH3:6][O:7][CH2:8][CH:9]([CH2:10][CH3:11])[OH:12].[N-:13]=[N+:14]=[N-:15].[Na+:16].[O:17]=[CH:18][N:19]([CH3:20])[CH3:21]>>[CH3:6][O:7][CH2:8][CH:9]([CH2:10][CH3:11])[N:13]=[N+:14]=[N-:15]. Starting materials: CS(=O)(=O)O, CCC(O)COC, [N-]=[N+]=[N-], [Na+], CN(C)C=O. Reactants: Cc1ccc(N2CCNCC2)c(C)c1, CCN(C(C)C)C(C)C, ClCCl, O=S(=O)(Cl)c1ccc2ccccc2c1. The product is Cc1ccc(N2CCN(S(=O)(=O)c3ccc4ccccc4c3)CC2)c(C)c1. RXN SMILES: [CH3:1][c:2]1[c:3]([N:9]2[CH2:10][CH2:11][NH:12][CH2:13][CH2:14]2)[cH:4][cH:5][c:6]([CH3:8])[cH:7]1.[CH:29]([N:30]([CH:31]([CH3:32])[CH3:33])[CH2:34][CH3:35])([CH3:36])[CH3:37].[Cl:38][CH2:39][Cl:40].[cH:15]1[c:16]([S:25](=[O:26])(=[O:27])[Cl:28])[cH:17][cH:18][c:19]2[cH:20][cH:21][cH:22][cH:23][c:24]12>>[CH3:1][c:2]1[c:3]([N:9]2[CH2:10][CH2:11][N:12]([S:25]([c:16]3[cH:15][c:24]4[c:19]([cH:18][cH:17]3)[cH:20][cH:21][cH:22][cH:23]4)(=[O:26])=[O:27])[CH2:13][CH2:14]2)[cH:4][cH:5][c:6]([CH3:8])[cH:7]1. The reactants are C(=O)C=1C=C2C(C3=C(CCN2C1)C=CC=C3)=O (6,11-dihydro-2-formyl-5H-pyrrolo[2,1-b][3]benzazepin-11-one), C(CO)O (ethylene glycol), C1(=CC=C(C=C1)S(=O)(=O)O)C (p-toluenesulfonic acid). Run in C1(=CC=CC=C1)C (toluene). Reaction conditions: temperature 0 celsius. Product: O1C(OCC1)C=1C=C2C(C3=C(CCN2C1)C=CC=C3)=O (6,11-dihydro-2-(2-dioxolanyl)-5H-pyrrolo[2,1-b][3]benzazepin-11-one). Reaction SMILES: [CH:1]([C:3]1[CH:4]=[C:5]2[N:11]([CH:12]=1)[CH2:10][CH2:9][C:8]1[CH:13]=[CH:14][CH:15]=[CH:16][C:7]=1[C:6]2=[O:17])=[O:2].[CH2:18](O)[CH2:19][OH:20].C1(C)C=CC(S(O)(=O)=O)=CC=1>C1(C)C=CC=CC=1>[O:2]1[CH2:18][CH2:19][O:20][CH:1]1[C:3]1[CH:4]=[C:5]2[N:11]([CH:12]=1)[CH2:10][CH2:9][C:8]1[CH:13]=[CH:14][CH:15]=[CH:16][C:7]=1[C:6]2=[O:17]. Reported procedure: A mixture of 5 gm. of 6,11-dihydro-2-formyl-5H-pyrrolo[2,1-b][3]benzazepin-11-one, 2.5 gm. of ethylene glycol, 0.5 gm. of p-toluenesulfonic acid and 100 ml. of toluene is refluxed for 16 hr. in an apparatus designed to remove water formed during the reaction (Dean-Stark apparatus). The reaction mixture is cooled to 0° C. and washed rapidly with ice cold 5% sodium carbonate solution (2 × 50 ml.) and dried over Na2SO4. Evaporation of the solvent leaves 6,11-dihydro-2-(2-dioxolanyl)-5H-pyrrolo[2,1-... The reactants are CC#N, NCC(=O)OCc1ccccc1, [Na+], O=C([O-])O, Cc1ccc(S(=O)(=O)O)cc1, BrCCc1ccccc1. Yields the product O=C(CNCCc1ccccc1)OCc1ccccc1. As a reaction SMILES: [CH3:38][C:39]#[N:40].[NH2:1][CH2:2][C:3](=[O:4])[O:5][CH2:6][c:7]1[cH:8][cH:9][cH:10][cH:11][cH:12]1.[Na+:37].[O-:33][C:34]([OH:35])=[O:36].[c:13]1([CH3:14])[cH:15][cH:16][c:17]([S:18]([OH:19])(=[O:20])=[O:21])[cH:22][cH:23]1.[c:24]1([CH2:30][CH2:31][Br:32])[cH:25][cH:26][cH:27][cH:28][cH:29]1>>[NH:1]([CH2:2][C:3](=[O:4])[O:5][CH2:6][c:7]1[cH:8][cH:9][cH:10][cH:11][cH:12]1)[CH2:31][CH2:30][c:24]1[cH:25][cH:26][cH:27][cH:28][cH:29]1. Yields the product COc1cc2c(c3c1OC(C)(C)C3)C(c1ccc(C(=O)Nc3cnccn3)cc1)=NC(C)(C)C2. RXN SMILES: [C:37](=[O:38])([O-:39])[OH:40].[CH3:2][O:3][c:4]1[cH:5][c:6]2[c:11]([c:12]3[c:13]1[O:14][C:15]([CH3:17])([CH3:18])[CH2:16]3)[C:10]([c:19]1[cH:20][cH:21][c:22]([C:23](=[O:24])[Cl:25])[cH:26][cH:27]1)=[N:9][C:8]([CH3:28])([CH3:29])[CH2:7]2.[ClH:1].[NH2:30][c:31]1[n:32][cH:33][cH:34][n:35][cH:36]1.[Na+:41].[cH:42]1[cH:43][cH:44][n:45][cH:46][cH:47]1>>[CH3:2][O:3][c:4]1[cH:5][c:6]2[c:11]([c:12]3[c:13]1[O:14][C:15]([CH3:17])([CH3:18])[CH2:16]3)[C:10]([c:19]1[cH:20][cH:21][c:22]([C:23](=[O:24])[NH:30][c:31]3[n:32][cH:33][cH:34][n:35][cH:36]3)[cH:26][cH:27]1)=[N:9][C:8]([CH3:28])([CH3:29])[CH2:7]2. Starting materials: O=C([O-])O, COc1cc2c(c3c1OC(C)(C)C3)C(c1ccc(C(=O)Cl)cc1)=NC(C)(C)C2, Cl, Nc1cnccn1, [Na+], c1ccncc1.